Task: describe an organic reaction: reactants, conditions, products, and yield. Dataset: the Open Reaction Database (ORD), a public repository of structured organic reaction records Yields the product C(C)OC(\C=C(\C=C\C=C(\C=C\C1=C(C(=C(C=C1C)OC(F)(F)F)C)C)/C)/C)=O (ethyl-(2E,4E,6E,8E)-3,7-dimethyl-9-[2,3,6-trimethyl-4-(trifluoromethoxy)phenyl]-nonatetraenoate). The solvent is C1CCOC1 (THF), C1CCOC1 (THF). Reaction conditions: temperature 45 celsius, time 2 hour. Reactants: C(C)OC(\C=C(\C=C\C=C(\C=O)/C)/C)=O (ethyl-(2E,4E,6E)-3,7-dimethyl-8-oxo-octatrienoate), O (water), [Cl-].FC(OC1=C(C(=C(C(=C1)C)C[P+](C1=CC=CC=C1)(C1=CC=CC=C1)C1=CC=CC=C1)C)C)(F)F ((4-trifluoromethoxy-2,3,6-trimethylphenyl)methyltriphenylphosphonium chloride), C(CCC)[Li] (n-butyl lithium). The yield is 59.1%. Procedure details: A suspension of 12.2 g (24 mmol) of (4-trifluoromethoxy-2,3,6-trimethylphenyl)methyltriphenylphosphonium chloride in 490 ml of dry THF was cooled to 45° C. and treated rapidly (over ~5 minutes) with 11.1 ml (25.5 mmol) of n-butyl lithium (2.3M in hexane) at -35° to -45° C. The reaction mixture was maintained at that temperature for 15 minutes, allowed to warm slowly to -25° C. at which time it became a slightly turbid orange solution. The mixture was cooled to -45° to -50° C. and 7.0 g (33 mmol)... RXN SMILES: [Cl-].[F:2][C:3]([F:35])([F:34])[O:4][C:5]1[CH:10]=[C:9]([CH3:11])[C:8]([CH2:12][P+](C2C=CC=CC=2)(C2C=CC=CC=2)C2C=CC=CC=2)=[C:7]([CH3:32])[C:6]=1[CH3:33].C([Li])CCC.[CH2:41]([O:43][C:44](=[O:55])/[CH:45]=[C:46](\[CH3:54])/[CH:47]=[CH:48]/[CH:49]=[C:50](\[CH3:53])/[CH:51]=O)[CH3:42].O>C1COCC1>[CH2:41]([O:43][C:44](=[O:55])/[CH:45]=[C:46](\[CH3:54])/[CH:47]=[CH:48]/[CH:49]=[C:50](\[CH3:53])/[CH:51]=[CH:12]/[C:8]1[C:9]([CH3:11])=[CH:10][C:5]([O:4][C:3]([F:2])([F:34])[F:35])=[C:6]([CH3:33])[C:7]=1[CH3:32])[CH3:42] |f:0.1|.